Dataset: the Open Reaction Database (ORD), a public repository of structured organic reaction records. Task: describe an organic reaction: reactants, conditions, products, and yield The reactants are Cc1ccccc1, CCN(C(C)C)C(C)C, CC(C)OC(=O)Cl, Cl, Cl, NC1CCCCCC=CC2CC2(C(=O)NS(=O)(=O)C2CC2)NC(=O)C2CC(Oc3nccc4ccccc34)CN2C1=O. Product: CC(C)OC(=O)NC1CCCCCC=CC2CC2(C(=O)NS(=O)(=O)C2CC2)NC(=O)C2CC(Oc3nccc4ccccc34)CN2C1=O. RXN SMILES: [CH3:61][c:62]1[cH:63][cH:64][cH:65][cH:66][cH:67]1.[CH:45]([N:46]([CH2:47][CH3:48])[CH:49]([CH3:50])[CH3:51])([CH3:52])[CH3:53].[Cl:54][C:55](=[O:56])[O:57][CH:58]([CH3:59])[CH3:60].[ClH:1].[ClH:2].[NH2:3][CH:4]1[CH2:5][CH2:6][CH2:7][CH2:8][CH2:9][CH:10]=[CH:11][CH:12]2[CH2:13][C:14]2([C:36](=[O:37])[NH:38][S:39](=[O:40])(=[O:41])[CH:42]2[CH2:43][CH2:44]2)[NH:15][C:16](=[O:35])[CH:17]2[CH2:18][CH:19]([O:24][c:25]3[n:26][cH:27][cH:28][c:29]4[cH:30][cH:31][cH:32][cH:33][c:34]34)[CH2:20][N:21]2[C:22]1=[O:23]>>[NH:3]([CH:4]1[CH2:5][CH2:6][CH2:7][CH2:8][CH2:9][CH:10]=[CH:11][CH:12]2[CH2:13][C:14]2([C:36](=[O:37])[NH:38][S:39](=[O:40])(=[O:41])[CH:42]2[CH2:43][CH2:44]2)[NH:15][C:16](=[O:35])[CH:17]2[CH2:18][CH:19]([O:24][c:25]3[n:26][cH:27][cH:28][c:29]4[cH:30][cH:31][cH:32][cH:33][c:34]34)[CH2:20][N:21]2[C:22]1=[O:23])[C:55](=[O:56])[O:57][CH:58]([CH3:59])[CH3:60]. Starting materials: OC1(OCCCC1)C(C(=O)OCC1=CC=CC=C1)(C)C (Benzyl 2-(2-hydroxytetrahydro-2H-pyran-2-yl)-2-methylpropanoate), C(C)[SiH](CC)CC (triethylsilane), C(=O)(C(F)(F)F)O (TFA). Conditions: time 16 hour. Yields the product CC(C(=O)OCC1=CC=CC=C1)(C)C1OCCCC1 (benzyl 2-methyl-2-(tetrahydro-2H-pyran-2-yl)propanoate). Reaction SMILES: O[C:2]1([C:8]([CH3:20])([CH3:19])[C:9]([O:11][CH2:12][C:13]2[CH:18]=[CH:17][CH:16]=[CH:15][CH:14]=2)=[O:10])[CH2:7][CH2:6][CH2:5][CH2:4][O:3]1.C([SiH](CC)CC)C.C(O)(C(F)(F)F)=O>>[CH3:20][C:8]([CH:2]1[CH2:7][CH2:6][CH2:5][CH2:4][O:3]1)([CH3:19])[C:9]([O:11][CH2:12][C:13]1[CH:14]=[CH:15][CH:16]=[CH:17][CH:18]=1)=[O:10]. Procedure: A stirred suspension of benzyl 2-bromo-2-methylpropanoate (0.748 g, 2.91 mmol), tetrahydro-2H-pyran-2-one (0.260 g, 2.60 mmol) and indium (0.341 g, 2.97 mmol) in THF (3 mL) was sonicated for 6 h. The reaction was quenched with sat. NaHCO3 and extracted with ether, then concentrated. The residue was purified by silica gel flash chromatography to afford benzyl 2-(2-hydroxytetrahydro-2H-pyran-2-yl)-2-methylpropanoate. 1H NMR (500 MHz, CDCl3) δ ppm 7.30-7.43 (5H, m), 5.18 (2H, s), 3.51-3.61 (2H, m),...